From a dataset of the Open Reaction Database (ORD), a public repository of structured organic reaction records. describe an organic reaction: reactants, conditions, products, and yield Starting materials: COc1ccc(C(=O)O)cc1OC(C)=O, COC(=O)C1(N)CCCCCC1, Cl, CN(C)C=O, O. Yields the product COC(=O)C1(NC(=O)c2ccc(OC)c(OC(C)=O)c2)CCCCCC1. Reaction SMILES: [C:1]([CH3:2])(=[O:3])[O:4][c:5]1[cH:6][c:7]([C:8](=[O:9])[OH:10])[cH:11][cH:12][c:13]1[O:14][CH3:15].[CH3:17][O:18][C:19](=[O:20])[C:21]1([NH2:28])[CH2:22][CH2:23][CH2:24][CH2:25][CH2:26][CH2:27]1.[ClH:16].[O:30]=[CH:31][N:32]([CH3:33])[CH3:34].[OH2:29]>>[C:1]([CH3:2])(=[O:3])[O:4][c:5]1[cH:6][c:7]([C:8](=[O:10])[NH:28][C:21]2([C:19]([O:18][CH3:17])=[O:20])[CH2:22][CH2:23][CH2:24][CH2:25][CH2:26][CH2:27]2)[cH:11][cH:12][c:13]1[O:14][CH3:15].